The task is: describe an organic reaction: reactants, conditions, products, and yield. This data is from the Open Reaction Database (ORD), a public repository of structured organic reaction records. The reactants are COC1=CC=CC=2[C@H]3CCN([C@H]3CCC21)CCCCCN2C(CC(CC2=O)(C)C)=O (rac-cis-1-[5-(6-methoxy-2,3,3a,4,5,9b-hexahydro-1H-benzo[e]indol-3-yl)pentyl]-4,4-dimethylpiperidine-2,6-dione), Cl.N1=CC=CC=C1 (pyridine hydrochloride). Yields the product OC1=CC=CC=2[C@H]3CCN([C@H]3CCC21)CCCCCN2C(CC(CC2=O)(C)C)=O (rac-cis-1-[5-(6-hydroxy-2,3,3a,4,5,9b-hexahydro-1H-benzo[e]indol-3-yl)pentyl]-4,4-dimethylpiperidine-2,6-dione). The yield is 91.8%. As a reaction SMILES: C[O:2][C:3]1[C:15]2[CH2:14][CH2:13][C@H:12]3[C@H:8]([CH2:9][CH2:10][N:11]3[CH2:16][CH2:17][CH2:18][CH2:19][CH2:20][N:21]3[C:26](=[O:27])[CH2:25][C:24]([CH3:29])([CH3:28])[CH2:23][C:22]3=[O:30])[C:7]=2[CH:6]=[CH:5][CH:4]=1.Cl.N1C=CC=CC=1>>[OH:2][C:3]1[C:15]2[CH2:14][CH2:13][C@H:12]3[C@H:8]([CH2:9][CH2:10][N:11]3[CH2:16][CH2:17][CH2:18][CH2:19][CH2:20][N:21]3[C:22](=[O:30])[CH2:23][C:24]([CH3:28])([CH3:29])[CH2:25][C:26]3=[O:27])[C:7]=2[CH:6]=[CH:5][CH:4]=1 |f:1.2|. Procedure details: In an analogous manner to that described in Example 20b), from 9.2 g (21.6 mmol) of rac-cis-1-[5-(6-methoxy-2,3,3a,4,5,9b-hexahydro-1H-benzo[e]indol-3-yl)pentyl]-4,4-dimethylpiperidine-2,6-dione using pyridine hydrochloride there were obtained 7.9 g of rac-cis-1-[5-(6-hydroxy-2,3,3a,4,5,9b-hexahydro-1H-benzo[e]indol-3-yl)pentyl]-4,4-dimethylpiperidine-2,6-dione; yellowish crystals of m.p. 133°-134° after crystallization from t-butyl methyl ether/hexane. Reactants: NC1=NC(=NC(=N1)N(C1=CC=CC=C1)C)C(NO)=N (4-Amino-N-hydroxy-6-[methyl(phenyl)amino]-1,3,5-triazine-2-carboximidamide), NC1=NC(=NC(=N1)N(C1=CC(=CC=C1)C)C)C(=N)NO (4-amino-N-hydroxy-6-(methyl-3-methylphenyl-amino)-[1,3,5]triazine-2-carboxamidine), FC(COCCOC1=CC=C(C=N1)C(=O)O)(F)F (6-[2-(2,2,2-Trifluoroethoxy)ethoxy]pyridine-3-carboxylic acid), FC(COCCOC1=CC=C(C=N1)C(=O)O)(F)F (6-[2-(2,2,2-Trifluoroethoxy)ethoxy]pyridine-3-carboxylic acid), C(=O)(N1C=NC=C1)N1C=NC=C1 (1,1′-carbonyldiimidazole). Run in N1=CC=CC=C1 (pyridine). Product: CN(C1=NC(=NC(=N1)N)C1=NOC(=N1)C=1C=NC(=CC1)OCCOCC(F)(F)F)C1=CC=CC=C1 (2-N-Methyl-2-N-phenyl-6-(5-{6-[2-(2,2,2-trifluoroethoxy)ethoxy]pyridin-3-yl}-1,2,4-oxadiazol-3-yl)-1,3,5-triazine-2,4-diamine). Conditions: time 3 hour. Reported procedure: 6-[2-(2,2,2-Trifluoroethoxy)ethoxy]pyridine-3-carboxylic acid (Intermediate 242, 0.133 g, 0.50 mmol) and 1,1′-carbonyldiimidazole (0.081 g, 0.50 mmol) were combined in pyridine (3 mL) and stirred at room temperature for 3 h. 4-Amino-N-hydroxy-6-[methyl(phenyl)amino]-1,3,5-triazine-2-carboximidamide (prepared in an analogous manner to Intermediate 1, 0.100 g, 0.39 mmol) was added and the mixture stirred at room temperature for 4 h before being heated to 80 C for 16 h. Pyridine was removed under v... Isolated yield 61.0%. As a reaction SMILES: [F:1][C:2]([F:18])([F:17])[CH2:3][O:4][CH2:5][CH2:6][O:7][C:8]1[N:13]=[CH:12][C:11]([C:14]([OH:16])=O)=[CH:10][CH:9]=1.C(N1C=CN=C1)(N1C=CN=C1)=O.[NH2:31][C:32]1[N:37]=[C:36]([N:38]([CH3:45])[C:39]2[CH:44]=[CH:43][CH:42]=[CH:41][CH:40]=2)[N:35]=[C:34]([C:46](=[NH:49])[NH:47]O)[N:33]=1.NC1N=C(N(C)C2C=CC=C(C)C=2)N=C(C(NO)=N)N=1>N1C=CC=CC=1>[CH3:45][N:38]([C:39]1[CH:44]=[CH:43][CH:42]=[CH:41][CH:40]=1)[C:36]1[N:37]=[C:32]([NH2:31])[N:33]=[C:34]([C:46]2[N:47]=[C:14]([C:11]3[CH:12]=[N:13][C:8]([O:7][CH2:6][CH2:5][O:4][CH2:3][C:2]([F:1])([F:18])[F:17])=[CH:9][CH:10]=3)[O:16][N:49]=2)[N:35]=1. The product is C(C)(C)(C)OC(=O)N1[C@H]([C@@H](OC[C@@H]1[C@H]([C@H](CC1=CC(=CC(=C1)F)C1=C(C=CC=C1)OCC)NC(C)=O)O)OCC(C)(C)C)C ((2R,3S,5R)-5-[(1S,2S)-1-Hydroxy-2-acetylamino-3-(3-(2-ethoxyphenyl)-5-fluorophenyl)-propyl]-2-(2,2-dimethylpropoxy)-3-methylmorpholine-4-carboxylic acid tert-butyl ester). The yield is 46.4%. Reagents/catalysts: [Pd](Cl)Cl.C1(=CC=CC=C1)P([C-]1C=CC=C1)C1=CC=CC=C1.[C-]1(C=CC=C1)P(C1=CC=CC=C1)C1=CC=CC=C1.[Fe+2] ((1,1′-bis(diphenylphosphino)ferrocene) palladium(II) chloride). Run at temperature 80 celsius. Reaction SMILES: [CH2:1]([O:3][C:4]1[CH:9]=[CH:8][CH:7]=[CH:6][C:5]=1B(O)O)[CH3:2].C(=O)([O-])[O-].[Na+].[Na+].[C:19]([O:23][C:24]([N:26]1[C@@H:31]([C@@H:32]([OH:47])[C@@H:33]([NH:43][C:44](=[O:46])[CH3:45])[CH2:34][C:35]2[CH:40]=[C:39]([F:41])[CH:38]=[C:37](Br)[CH:36]=2)[CH2:30][O:29][C@@H:28]([O:48][CH2:49][C:50]([CH3:53])([CH3:52])[CH3:51])[C@@H:27]1[CH3:54])=[O:25])([CH3:22])([CH3:21])[CH3:20]>O1CCCC1.[Pd](Cl)Cl.C1(P(C2C=CC=CC=2)[C-]2C=CC=C2)C=CC=CC=1.[C-]1(P(C2C=CC=CC=2)C2C=CC=CC=2)C=CC=C1.[Fe+2]>[C:19]([O:23][C:24]([N:26]1[C@@H:31]([C@@H:32]([OH:47])[C@@H:33]([NH:43][C:44](=[O:46])[CH3:45])[CH2:34][C:35]2[CH:40]=[C:39]([F:41])[CH:38]=[C:37]([C:5]3[CH:6]=[CH:7][CH:8]=[CH:9][C:4]=3[O:3][CH2:1][CH3:2])[CH:36]=2)[CH2:30][O:29][C@@H:28]([O:48][CH2:49][C:50]([CH3:53])([CH3:52])[CH3:51])[C@@H:27]1[CH3:54])=[O:25])([CH3:21])([CH3:22])[CH3:20] |f:1.2.3,6.7.8.9|. The solvent is O1CCCC1 (tetrahydrofuran). Starting materials: C([O-])([O-])=O.[Na+].[Na+] (sodium carbonate), C(C)(C)(C)OC(=O)N1[C@H]([C@@H](OC[C@@H]1[C@H]([C@H](CC1=CC(=CC(=C1)F)Br)NC(C)=O)O)OCC(C)(C)C)C ((2R,3S,5R)-5-[(1S,2S)-1-hydroxy-2-acetylamino-3-(3-bromo-5-fluorophenyl)-propyl]-2-(2,2-dimethylpropoxy)-3-methylmorpholine-4-carboxylic acid tert-butyl ester), C(C)OC1=C(C=CC=C1)B(O)O (2-ethoxyphenylboronic acid). Procedure details: Add 2-ethoxyphenylboronic acid (0.065 g, 0.394 mmol) and (1,1′-bis(diphenylphosphino)ferrocene) palladium(II) chloride (0.021 g) to a mixture of 2M sodium carbonate solution (0.262 g, 0.525 mmol) and (2R,3S,5R)-5-[(1S,2S)-1-hydroxy-2-acetylamino-3-(3-bromo-5-fluorophenyl)-propyl]-2-(2,2-dimethylpropoxy)-3-methylmorpholine-4-carboxylic acid tert-butyl ester (0.151 g, 0.262 mmol) in tetrahydrofuran (2.62 mL) in a sealed tube flushed with nitrogen. Heat the tube at 80° C. for 3 days. Add saturated ... Reactants: BrCCCCCCCCCCBr, Oc1ccc(C2c3ccc(OCc4ccccc4)cc3OCC2c2ccccc2)cc1. Yields the product BrCCCCCCCCCCOc1ccc(C2c3ccc(OCc4ccccc4)cc3OCC2c2ccccc2)cc1. RXN SMILES: [Br:32][CH2:33][CH2:34][CH2:35][CH2:36][CH2:37][CH2:38][CH2:39][CH2:40][CH2:41][CH2:42][Br:43].[CH2:1]([c:2]1[cH:3][cH:4][cH:5][cH:6][cH:7]1)[O:8][c:9]1[cH:10][cH:11][c:12]2[c:17]([cH:18]1)[O:16][CH2:15][CH:14]([c:19]1[cH:20][cH:21][cH:22][cH:23][cH:24]1)[CH:13]2[c:25]1[cH:26][cH:27][c:28]([OH:31])[cH:29][cH:30]1>>[CH2:1]([c:2]1[cH:3][cH:4][cH:5][cH:6][cH:7]1)[O:8][c:9]1[cH:10][cH:11][c:12]2[c:17]([cH:18]1)[O:16][CH2:15][CH:14]([c:19]1[cH:20][cH:21][cH:22][cH:23][cH:24]1)[CH:13]2[c:25]1[cH:26][cH:27][c:28]([O:31][CH2:42][CH2:41][CH2:40][CH2:39][CH2:38][CH2:37][CH2:36][CH2:35][CH2:34][CH2:33][Br:32])[cH:29][cH:30]1. Starting materials: ClC1=C(C=C(C(=C1)Cl)[N+](=O)[O-])C(F)(F)F (2,4-dichloro-5-nitrobenzotrifluoride), NC1=CC=C(C=C1)CC(C)O (1-(4-Aminophenyl)-2-propanol). Yields the product ClC=1C(=CC(=C(C1)NC1=CC=C(C=C1)CC(C)O)[N+](=O)[O-])C(F)(F)F (1-(4-{[5-chloro-2-nitro-4-(trifluoromethyl)phenyl]amino}phenyl)-2-propanol). As a reaction SMILES: [Cl:1][C:2]1[CH:7]=[C:6](Cl)[C:5]([N+:9]([O-:11])=[O:10])=[CH:4][C:3]=1[C:12]([F:15])([F:14])[F:13].[NH2:16][C:17]1[CH:22]=[CH:21][C:20]([CH2:23][CH:24]([OH:26])[CH3:25])=[CH:19][CH:18]=1>>[Cl:1][C:2]1[C:3]([C:12]([F:15])([F:14])[F:13])=[CH:4][C:5]([N+:9]([O-:11])=[O:10])=[C:6]([NH:16][C:17]2[CH:18]=[CH:19][C:20]([CH2:23][CH:24]([OH:26])[CH3:25])=[CH:21][CH:22]=2)[CH:7]=1. Procedure: The title compound was prepared according to the procedure described in step 1 of Example 162 from 2,4-dichloro-5-nitrobenzotrifluoride and 1-(4-aminophenyl)-2-propanol (step 1 of Example 6). Starting materials: C(C1=CC=CC=C1)OC=1C=2N(C=C(C1)COC)C(=C(N2)C)C (8-benzyloxy-6-methoxymethyl-2,3-dimethylimidazo[1,2-a]pyridine), [H][H] (hydrogen). Reagents/catalysts: [Pd] (palladium). The solvent is CO (methanol). The product is COCC1CC(C=2N(C1)C(=C(N2)C)C)=O (6-Methoxymethyl-2,3-dimethyl-5,6,7,8-tetrahydroimidazo[1,2-a]pyridin-8-one). RXN SMILES: C([O:8][C:9]1[C:10]2[N:11]([C:18]([CH3:22])=[C:19]([CH3:21])[N:20]=2)[CH:12]=[C:13]([CH2:15][O:16][CH3:17])[CH:14]=1)C1C=CC=CC=1.[H][H]>CO.[Pd]>[CH3:17][O:16][CH2:15][CH:13]1[CH2:12][N:11]2[C:18]([CH3:22])=[C:19]([CH3:21])[N:20]=[C:10]2[C:9](=[O:8])[CH2:14]1. Reported procedure: 19.2 g of 8-benzyloxy-6-methoxymethyl-2,3-dimethylimidazo[1,2-a]pyridine, dissolved in 100 ml of methanol, are treated with 1.9 g of palladium (10% strength on activated carbon, Merck) and hydrogenated with hydrogen at 80° C. using a pressure of 50 bar. After absorption of hydrogen is complete, the catalyst is filtered off, washed with methanol and methylene chloride and the combined filtrate is concentrated to dryness in vacuo. After purification on silica gel (eluent: methylene chloride/methan...